Dataset: the Open Reaction Database (ORD), a public repository of structured organic reaction records. Task: describe an organic reaction: reactants, conditions, products, and yield Reaction SMILES: [CH3:1][O:2][C:3]1[CH:4]=[CH:5][C:6]2[O:11][CH2:10][CH:9]([C:12]3[CH:17]=[CH:16][CH:15]=[C:14]([C:18]([F:21])([F:20])[F:19])[CH:13]=3)[N:8]([CH2:22][C:23]#[N:24])[C:7]=2[CH:25]=1.[CH:26]1([C:29](Cl)=[O:30])[CH2:28][CH2:27]1>>[CH3:1][O:2][C:3]1[CH:4]=[CH:5][C:6]2[O:11][CH2:10][CH:9]([C:12]3[CH:17]=[CH:16][CH:15]=[C:14]([C:18]([F:20])([F:21])[F:19])[CH:13]=3)[N:8]([CH2:22][CH2:23][NH:24][C:29]([CH:26]3[CH2:28][CH2:27]3)=[O:30])[C:7]=2[CH:25]=1. Starting materials: COC=1C=CC2=C(N(C(CO2)C2=CC(=CC=C2)C(F)(F)F)CC#N)C1 (2-{6-Methoxy-3-[3-(trifluoromethyl)phenyl]-2,3-dihydro-4H-1,4-benzoxazin-4-yl}acetonitrile), C1(CC1)C(=O)Cl (cyclopropylcarbonyl chloride). The product is COC=1C=CC2=C(N(C(CO2)C2=CC(=CC=C2)C(F)(F)F)CCNC(=O)C2CC2)C1 (N-(2-{6-Methoxy-3-[3-(trifluoromethyl)phenyl]-2,3-dihydro-4H-1,4-benzoxazin-4-yl}ethyl)cyclopropanecarboxamide). Reported procedure: The procedure is as in Example 15, starting from the compound obtained in Step A and with the replacement of benzoyl chloride with cyclopropylcarbonyl chloride. Reactants: O=c1[nH]cccc1Br, CS(C)=O, CC(C)(C)[O-], Cc1cc([N+](=O)[O-])ccc1F, [K+], O. RXN SMILES: [Br:1][c:2]1[c:3](=[O:8])[nH:4][cH:5][cH:6][cH:7]1.[CH3:26][S:27](=[O:28])[CH3:29].[CH3:9][C:10]([CH3:11])([O-:12])[CH3:13].[F:15][c:16]1[c:17]([CH3:25])[cH:18][c:19]([N+:22](=[O:23])[O-:24])[cH:20][cH:21]1.[K+:14].[OH2:30]>>[Br:1][c:2]1[c:3](=[O:8])[n:4](-[c:16]2[c:17]([CH3:25])[cH:18][c:19]([N+:22](=[O:23])[O-:24])[cH:20][cH:21]2)[cH:5][cH:6][cH:7]1. Product: Cc1cc([N+](=O)[O-])ccc1-n1cccc(Br)c1=O. The reactants are COc1ccc2c(Cl)nc(Nc3cc(C)[nH]n3)cc2c1, OB(O)c1ccc(F)cc1. The product is COc1ccc2c(-c3ccc(F)cc3)nc(Nc3cc(C)[nH]n3)cc2c1. Reaction SMILES: [Cl:1][c:2]1[n:3][c:4]([NH:14][c:15]2[n:16][nH:17][c:18]([CH3:20])[cH:19]2)[cH:5][c:6]2[cH:7][c:8]([O:12][CH3:13])[cH:9][cH:10][c:11]12.[F:21][c:22]1[cH:23][cH:24][c:25]([B:28]([OH:29])[OH:30])[cH:26][cH:27]1>>[c:2]1(-[c:25]2[cH:24][cH:23][c:22]([F:21])[cH:27][cH:26]2)[n:3][c:4]([NH:14][c:15]2[n:16][nH:17][c:18]([CH3:20])[cH:19]2)[cH:5][c:6]2[cH:7][c:8]([O:12][CH3:13])[cH:9][cH:10][c:11]12. Reactants: C1(=CC=CC=C1)C(=[N+]=[N-])C1=CC=CC=C1 (diphenyldiazomethane), C(C)(C)(C)OC(=O)NC1C2SCC(=C(N2C1=O)C(=O)O)C (7-tert.-butoxycarbonylamino-2-carboxy-3-methyl-8-oxo-5-thia-1-aza-bicyclo[4.2.0]oct-2-ene). Solvent: C(C)#N (acetonitrile), C(C)#N (acetonitrile). Conditions: temperature 22 celsius, time 16 hour. The product is C(C1=CC=CC=C1)(C1=CC=CC=C1)OC(=O)C=1N2C(C(C2SCC1C)NC(=O)OC(C)(C)C)=O (2-Benzhydryloxycarbonyl-7-tert.butoxycarbonylamino-3-methyl-8-oxo-5-thia-1-aza-bicyclo[4.2.0]oct-2-ene). Yield: 66.3%. Reaction SMILES: [C:1]1([C:7]([C:10]2[CH:15]=[CH:14][CH:13]=[CH:12][CH:11]=2)=[N+]=[N-])[CH:6]=[CH:5][CH:4]=[CH:3][CH:2]=1.[C:16]([O:20][C:21]([NH:23][CH:24]1[C:31](=[O:32])[N:30]2[CH:25]1[S:26][CH2:27][C:28]([CH3:36])=[C:29]2[C:33]([OH:35])=[O:34])=[O:22])([CH3:19])([CH3:18])[CH3:17]>C(#N)C>[CH:7]([O:35][C:33]([C:29]1[N:30]2[CH:25]([S:26][CH2:27][C:28]=1[CH3:36])[CH:24]([NH:23][C:21]([O:20][C:16]([CH3:19])([CH3:18])[CH3:17])=[O:22])[C:31]2=[O:32])=[O:34])([C:10]1[CH:15]=[CH:14][CH:13]=[CH:12][CH:11]=1)[C:1]1[CH:6]=[CH:5][CH:4]=[CH:3][CH:2]=1. Procedure details: A solution of diphenyldiazomethane (116.5 g) in acetonitrile (800 cc) is added dropwise, in the course of 45 minutes, at a temperature of between 25° and 30° C., to a solution of 7-tert.-butoxycarbonylamino-2-carboxy-3-methyl-8-oxo-5-thia-1-aza-bicyclo[4.2.0]oct-2-ene (188.6 g) in acetonitrile (2,100 cc). The reaction mixture is stirred for 16 hours at 22° C. and then concentrated to dryness under reduced pressure (20 mm Hg) at 40° C. The residue is redissolved in ethyl acetate (2 liters) and th... The reactants are [N+](=O)(O)[O-] (nitric acid), CN1C(=CC=C1)C(=O)O (1-methyl-2-pyrrolecarboxylic acid). Run in C(C)(=O)OC(C)=O (Acetic anhydride), CC(=O)OC(=O)C (Ac2O). Reaction conditions: temperature 50 celsius, time 0.5 hour. The product is CN1C(=CC(=C1)[N+](=O)[O-])C(=O)O (1-Methyl-4-nitropyrrole-2-carboxylic acid). RXN SMILES: [N+:1]([O-:4])(O)=[O:2].[CH3:5][N:6]1[CH:10]=[CH:9][CH:8]=[C:7]1[C:11]([OH:13])=[O:12]>C(OC(=O)C)(=O)C>[CH3:5][N:6]1[CH:10]=[C:9]([N+:1]([O-:4])=[O:2])[CH:8]=[C:7]1[C:11]([OH:13])=[O:12]. Procedure details: Acetic anhydride (20 mL) was treated with nitric acid (4.0 mL, 70%) and the mixture heated to 50° C. for 15 min then cooled to room temperature, and slowly added to a suspension of 1-methyl-2-pyrrolecarboxylic acid (4 g, 15.98 mmol) in of Ac2O (12 mL) cooled to −25° C. The mixture was stirred at −15° C. for 0.5 hr, then the temperature was allowed to rise to ambient, and stirring was continued for 20 min. The mixture was again cooled to −25° C. and the precipitate collected in a funnel cooled wi... Starting materials: CCN(C(C)C)C(C)C (DIEA), CC(=O)OC(=O)C (Ac2O), NCC1CC(C1)C1=NC(=C2N1C=CN=C2N)C2=CC=C1C=CC(=NC1=C2)C2=CC=CC=C2 (3-[3-(aminomethyl)cyclobutyl]-1-(2-phenylquinolin-7-yl)imidazo[1,5-a]pyrazin-8-amine). Solvent: C(Cl)Cl (DCM). Conditions: time 1.5 hour. Product: NC=1C=2N(C=CN1)C(=NC2C2=CC=C1C=CC(=NC1=C2)C2=CC=CC=C2)[C@H]2C[C@H](C2)CNC(C)=O (cis-N-{[3-(8-Amino-1-(2-phenylquinolin-7-yl)imidazo[1,5-a]pyrazin-3-yl)cyclobutyl]methyl}acetamide). Reaction SMILES: [NH2:1][CH2:2][CH:3]1[CH2:6][CH:5]([C:7]2[N:11]3[CH:12]=[CH:13][N:14]=[C:15]([NH2:16])[C:10]3=[C:9]([C:17]3[CH:26]=[C:25]4[C:20]([CH:21]=[CH:22][C:23]([C:27]5[CH:32]=[CH:31][CH:30]=[CH:29][CH:28]=5)=[N:24]4)=[CH:19][CH:18]=3)[N:8]=2)[CH2:4]1.CCN(C(C)C)C(C)C.[CH3:42][C:43](OC(C)=O)=[O:44]>C(Cl)Cl>[NH2:16][C:15]1[C:10]2[N:11]([C:7]([C@@H:5]3[CH2:4][C@H:3]([CH2:2][NH:1][C:43](=[O:44])[CH3:42])[CH2:6]3)=[N:8][C:9]=2[C:17]2[CH:26]=[C:25]3[C:20]([CH:21]=[CH:22][C:23]([C:27]4[CH:32]=[CH:31][CH:30]=[CH:29][CH:28]=4)=[N:24]3)=[CH:19][CH:18]=2)[CH:12]=[CH:13][N:14]=1. Reported procedure: A suspension of 3-[3-(aminomethyl)cyclobutyl]-1-(2-phenylquinolin-7-yl)imidazo[1,5-a]pyrazin-8-amine (0.237 mmol, 100 mg) in DCM (6 mL) was charged with DIEA (0.475 mmol, 83 μL) and Ac2O (0.237 mmol, 22.43 μL) at −40° C. The reaction solution was warmed to rt slowly and stirred under N2 for 1.5 h. The reaction was quenched with water (3 mL), diluted with methylene chloride (20 mL), washed with water (30 mL) and brine (30 mL), and dried (Na2SO4). The filtrate was concentrated under reduced pressu...